Dataset: the Open Reaction Database (ORD), a public repository of structured organic reaction records. Task: describe an organic reaction: reactants, conditions, products, and yield RXN SMILES: [CH3:16][OH:17].[NH2:1][c:2]1[cH:3][c:4]([C:5](=[O:6])[OH:7])[cH:8][c:9]([F:11])[cH:10]1.[S:12]([Cl:13])([Cl:14])=[O:15]>>[NH2:1][c:2]1[cH:3][c:4]([C:5]([O:6][CH3:16])=[O:7])[cH:8][c:9]([F:11])[cH:10]1. The reactants are CO, Nc1cc(F)cc(C(=O)O)c1, O=S(Cl)Cl. The product is COC(=O)c1cc(N)cc(F)c1. As a reaction SMILES: C(OC([N:8]1[CH2:13][CH2:12][N:11]([C:14]2[CH:22]=[CH:21][CH:20]=[C:19]3[C:15]=2[CH:16]=[CH:17][N:18]3[C:23]2[CH:28]=[CH:27][N:26]=[C:25]([NH:29][CH:30]3[CH2:35][CH2:34][CH:33]([N:36]([CH2:41][CH2:42][O:43][Si:44]([C:47]([CH3:50])([CH3:49])[CH3:48])([CH3:46])[CH3:45])[S:37]([CH3:40])(=[O:39])=[O:38])[CH2:32][CH2:31]3)[N:24]=2)[CH2:10][CH2:9]1)=O)(C)(C)C>FC(F)(F)C(O)C(F)(F)F>[C:47]([Si:44]([CH3:46])([CH3:45])[O:43][CH2:42][CH2:41][N:36]([S:37]([CH3:40])(=[O:39])=[O:38])[CH:33]1[CH2:34][CH2:35][CH:30]([NH:29][C:25]2[N:24]=[C:23]([N:18]3[C:19]4[C:15](=[C:14]([N:11]5[CH2:10][CH2:9][NH:8][CH2:13][CH2:12]5)[CH:22]=[CH:21][CH:20]=4)[CH:16]=[CH:17]3)[CH:28]=[CH:27][N:26]=2)[CH2:31][CH2:32]1)([CH3:48])([CH3:50])[CH3:49]. The yield is 123.3%. Procedure: 4-{1-[2-(4-{[2-(t-Butyl-dimethyl-silanyloxy)-ethyl]-methanesulfonylamino}-cyclo-hexylamino)-pyrimidin-4-yl]-1H-indol-4-yl}-piperazin-1-carboxylic acid t-butyl ester (0.251 g, 0.345 mmol) and hexafluoroisopropanol (10 mL) were combined and heated to 150° C. for 2 h in a microwave oven. The solvent was removed in vacuo to yield crude 1-{1-[2-(4-{[2-(t-Butyl-dimethyl-silanyloxy)-ethyl]-methanesulfonylamino}-cyclohexylamino)-pyrimidin-4-yl]-1H-indol-4-yl}-piperazine (0.267 g). This intermediate (0.1... Starting materials: C(C)(C)(C)OC(=O)N1CCN(CC1)C1=C2C=CN(C2=CC=C1)C1=NC(=NC=C1)NC1CCC(CC1)N(S(=O)(=O)C)CCO[Si](C)(C)C(C)(C)C (4-{1-[2-(4-{[2-(t-Butyl-dimethyl-silanyloxy)-ethyl]-methanesulfonylamino}-cyclo-hexylamino)-pyrimidin-4-yl]-1H-indol-4-yl}-piperazin-1-carboxylic acid t-butyl ester). Run at temperature 150 celsius. The product is C(C)(C)(C)[Si](OCCN(C1CCC(CC1)NC1=NC=CC(=N1)N1C=CC2=C(C=CC=C12)N1CCNCC1)S(=O)(=O)C)(C)C (1-{1-[2-(4-{[2-(t-Butyl-dimethyl-silanyloxy)-ethyl]-methanesulfonylamino}-cyclohexylamino)-pyrimidin-4-yl]-1H-indol-4-yl}-piperazine). Solvent: FC(C(C(F)(F)F)O)(F)F (hexafluoroisopropanol). Starting materials: O=C1CCC(=O)N1Br, ClC(Cl)(Cl)Cl, Cc1cnc(-c2ccccc2)nc1. The product is BrCc1cnc(-c2ccccc2)nc1. RXN SMILES: [Br:14][N:15]1[C:16](=[O:17])[CH2:18][CH2:19][C:20]1=[O:21].[C:22]([Cl:23])([Cl:24])([Cl:25])[Cl:26].[CH3:1][c:2]1[cH:3][n:4][c:5](-[c:8]2[cH:9][cH:10][cH:11][cH:12][cH:13]2)[n:6][cH:7]1>>[CH2:1]([c:2]1[cH:3][n:4][c:5](-[c:8]2[cH:9][cH:10][cH:11][cH:12][cH:13]2)[n:6][cH:7]1)[Br:14]. Starting materials: C(CCC)[Li] (n-Butyllithium), C(C1=CC=CC=C1)OC=1C=C2C(=CN(C2=CC1)S(=O)(=O)C1=CC=CC=C1)C[C@@H]1N(CCC1)C ((R)-5-benzyloxy-3-(1-methyl-2-pyrrolidinylmethyl)-1-phenylsulfonylindole), C(C1=CC=CC=C1)Br (benzyl bromide). The solvent is C1CCOC1 (THF). Run at temperature 0 celsius, time 20 minute. The product is C(C1=CC=CC=C1)C=1N(C2=CC=C(C=C2C1C[C@@H]1N(CCC1)C)O)S(=O)(=O)C1=CC=CC=C1 ((R)-2-benzyl-5-hydroxy-3-(1-methyl-2-pyrrolidinylmethyl)-1-phenylsulfonylindole). Yield: 52.2%. RXN SMILES: C([Li])CCC.C([O:13][C:14]1[CH:15]=[C:16]2[C:20](=[CH:21][CH:22]=1)[N:19]([S:23]([C:26]1[CH:31]=[CH:30][CH:29]=[CH:28][CH:27]=1)(=[O:25])=[O:24])[CH:18]=[C:17]2[CH2:32][C@H:33]1[CH2:37][CH2:36][CH2:35][N:34]1[CH3:38])C1C=CC=CC=1.[CH2:39](Br)[C:40]1[CH:45]=[CH:44][CH:43]=[CH:42][CH:41]=1>C1COCC1>[CH2:39]([C:18]1[N:19]([S:23]([C:26]2[CH:27]=[CH:28][CH:29]=[CH:30][CH:31]=2)(=[O:24])=[O:25])[C:20]2[C:16]([C:17]=1[CH2:32][C@H:33]1[CH2:37][CH2:36][CH2:35][N:34]1[CH3:38])=[CH:15][C:14]([OH:13])=[CH:22][CH:21]=2)[C:40]1[CH:45]=[CH:44][CH:43]=[CH:42][CH:41]=1. Procedure details: n-Butyllithium (0.10 mL, 1.45M in hexane, 0.14 mmol) was added to a solution of (R)-5-benzyloxy-3-(1-methyl-2-pyrrolidinylmethyl)-1-phenylsulfonylindole (Example 7e, 24 mg, 0.052 mmol) in THF (2 mL) at -78° C.; the temperature was raised to 0° C. and the mixture was stirred for 20 min. After recooling to -78° C., benzyl bromide (18 μL, 0.15 mmol) was added and the mixture was stirred for 1 h at 78° C.; then 15 min. without cooling prior to quenching with water and extraction with ethyl acetate. ... Reactants: C(C)(C)(C)NS(=O)(=O)C1=C(C=CC(=C1)NC=O)C(=O)OC (N-tert-butyl-5-formylamino-2-methoxycarbonylbenzenesulfonamide), CO (methanol). Solvent: C(Cl)(Cl)Cl (CHCl3). Run at temperature 0 celsius, time 1 hour. The product is C(C)(C)(C)NS(=O)(=O)C1=C(C=CC(=C1)NC)C(=O)OC (N-tert-Butyl-2-methoxycarbonyl-5-methylaminobenzenesulfonamide). Reaction SMILES: [C:1]([NH:5][S:6]([C:9]1[CH:14]=[C:13]([NH:15][CH:16]=O)[CH:12]=[CH:11][C:10]=1[C:18]([O:20][CH3:21])=[O:19])(=[O:8])=[O:7])([CH3:4])([CH3:3])[CH3:2].CO>C(Cl)(Cl)Cl>[C:1]([NH:5][S:6]([C:9]1[CH:14]=[C:13]([NH:15][CH3:16])[CH:12]=[CH:11][C:10]=1[C:18]([O:20][CH3:21])=[O:19])(=[O:8])=[O:7])([CH3:4])([CH3:3])[CH3:2]. Reported procedure: 9.92 g (0.032 mol) of N-tert-butyl-5-formylamino-2-methoxycarbonylbenzenesulfonamide are dissolved in 50 ml of CHCl3, and then 5 ml (0.053 mol) of boranedimethyl sulfide complex are added at 0° C. After 1 h at 0° C. and 3 h at room temperature the reaction mixture is cooled to 0° C. 30 ml of methanol are added and the mixture is washed with water. The organic phase is dried over magnesium sulfate, the solvent is removed by distillation, and 9.23 g (98% of theory) of N-tert-butyl-2-methoxycarbony...